describe an organic reaction: reactants, conditions, products, and yield From a dataset of the Open Reaction Database (ORD), a public repository of structured organic reaction records. The reactants are C(C)S(=O)(=O)N1CCC(CC1)C1=CNC2=C(C=C(C=C12)C=1C=C2CN(CC2=CC1)C(C)C)C(=O)N (3-[1-(ethylsulfonyl)-4-piperidinyl]-5-[2-(1-methylethyl)-2,3-dihydro-1H-isoindol-5-yl]-1H-indole-7-carboxamide), CC(C)=O (2-propanone). Yields the product C(C)S(=O)(=O)N1CCC(CC1)C1=CNC2=C(C=C(C=C12)C=1C=C2CN(CC2=CC1)C(CC)C)C(=O)N (3-[1-(ethylsulfonyl)-4-piperidinyl]-5-[2-(1-methylpropyl)-2,3-dihydro-1H-isoindol-5-yl]-1H-indole-7-carboxamide). RXN SMILES: [CH2:1]([S:3]([N:6]1[CH2:11][CH2:10][CH:9]([C:12]2[C:20]3[C:15](=[C:16]([C:33]([NH2:35])=[O:34])[CH:17]=[C:18]([C:21]4[CH:22]=[C:23]5[C:27](=[CH:28][CH:29]=4)[CH2:26][N:25]([CH:30]([CH3:32])[CH3:31])[CH2:24]5)[CH:19]=3)[NH:14][CH:13]=2)[CH2:8][CH2:7]1)(=[O:5])=[O:4])[CH3:2].[CH3:36]C(=O)C>>[CH2:1]([S:3]([N:6]1[CH2:7][CH2:8][CH:9]([C:12]2[C:20]3[C:15](=[C:16]([C:33]([NH2:35])=[O:34])[CH:17]=[C:18]([C:21]4[CH:22]=[C:23]5[C:27](=[CH:28][CH:29]=4)[CH2:26][N:25]([CH:30]([CH3:31])[CH2:32][CH3:36])[CH2:24]5)[CH:19]=3)[NH:14][CH:13]=2)[CH2:10][CH2:11]1)(=[O:4])=[O:5])[CH3:2]. Reported procedure: The title compound was prepared according to the general procedure of 3-[1-(ethylsulfonyl)-4-piperidinyl]-5-[2-(1-methylethyl)-2,3-dihydro-1H-isoindol-5-yl]-1H-indole-7-carboxamide, substituting 2-butanone (14 mg, 0.198 mmol) for 2-propanone to afford 14.6 mg of the title compound. Starting materials: Cl (HCl), C(#N)CC(=O)NN1C(=NC=C1)C(=O)OCC (ethyl 1-(2-cyanoacetamido)-1H-imidazole-2-carboxylate), C(C1=CC=CC=C1)N1CC(CCC1)NC=1C=C(C=2N(N1)C(=CN2)C#N)N(C2=CC=CC=C2)CC2=CC=C(C=C2)OC (6-(1-Benzylpiperidin-3-ylamino)-8-((4-methoxybenzyl)(phenyl)amino)imidazo[1,2-b]pyridazine-3-carbonitrile), CC(C)([O-])C.[K+] (potassium tert-butoxide). Solvent: O1CCOCC1 (dioxane), C1CCOC1 (THF). Run at temperature 0 celsius, time 16 hour. Product: O=C1C(C(C=2N(N1)C=CN2)=O)C#N (6,8-dioxo-5,6,7,8-tetrahydroimidazo[1,2-b]pyridazine-7-carbonitrile). Reaction SMILES: [C:1]([CH2:3][C:4]([NH:6][N:7]1[CH:11]=[CH:10][N:9]=[C:8]1[C:12]([O:14]CC)=O)=[O:5])#[N:2].C(N1CCCC(NC2C=C(N(CC3C=CC(OC)=CC=3)C3C=CC=CC=3)C3N(C(C#N)=CN=3)N=2)C1)C1C=CC=CC=1.CC(C)([O-])C.[K+].Cl>C1COCC1.O1CCOCC1>[O:5]=[C:4]1[NH:6][N:7]2[CH:11]=[CH:10][N:9]=[C:8]2[C:12](=[O:14])[CH:3]1[C:1]#[N:2] |f:2.3|. Procedure details: In a 40 ml reaction vial was added ethyl 1-(2-cyanoacetamido)-1H-imidazole-2-carboxylate (3.00 g, 13.50 mmol) prepared as described in (1b) and THF (2 ml). The mixture was cooled to 0° C. and potassium tert-butoxide (40.5 ml, 40.5 mmol) was added dropwise. The mixture was stirred at room temperature for 16 hours. 4.0 M HCl (10.13 ml, 40.5 mmol) in dioxane was added and the mixture was stirred for 30 min. The volatiles were evaporated to provide 6,8-dioxo-5,6,7,8-tetrahydroimidazo[1,2-b]pyridazin... Starting materials: O (water), C(C)(=O)N1CCN(CC1)C1=CC=C(C=C1)O (1-acetyl-4-(4-hydroxyphenyl)piperazine), BrC1CCCCC1 (bromocyclohexane), [H-].[Na+] (sodium hydride). Solvent: C(C)(=O)OCC (ethyl acetate), CN(C=O)C (dimethylformamide). Reaction conditions: temperature 100 celsius, time 1 hour. Product: C(C)(=O)N1CCN(CC1)C1=CC=C(C=C1)OC1CCCCC1 (1-acetyl-4-(4-cyclohexyloxyphenyl)piperazine). As a reaction SMILES: [H-].[Na+].[C:3]([N:6]1[CH2:11][CH2:10][N:9]([C:12]2[CH:17]=[CH:16][C:15]([OH:18])=[CH:14][CH:13]=2)[CH2:8][CH2:7]1)(=[O:5])[CH3:4].Br[CH:20]1[CH2:25][CH2:24][CH2:23][CH2:22][CH2:21]1.O>CN(C)C=O.C(OCC)(=O)C>[C:3]([N:6]1[CH2:7][CH2:8][N:9]([C:12]2[CH:17]=[CH:16][C:15]([O:18][CH:20]3[CH2:25][CH2:24][CH2:23][CH2:22][CH2:21]3)=[CH:14][CH:13]=2)[CH2:10][CH2:11]1)(=[O:5])[CH3:4] |f:0.1|. Reported procedure: To a suspension of sodium hydride (60% suspension in mineral oil) (1.18 g) in dimethylformamide (25 ml) was added 1-acetyl-4-(4-hydroxyphenyl)piperazine (5 g) and bromocyclohexane (5.59 ml) and stirred for 1 hour at 100° C. The reaction mixture was added to a mixture of water and ethyl acetate. The organic layer was taken and dried over magnesium sulfate. The magnesium sulfate was filtered off, and the filtrate was evaporated under reduced pressure to give 1-acetyl-4-(4-cyclohexyloxyphenyl)piper...